This data is from the Open Reaction Database (ORD), a public repository of structured organic reaction records. The task is: describe an organic reaction: reactants, conditions, products, and yield Starting materials: COc1ccc(C(=O)c2ccc(Br)cc2)cc1, CC[SiH](CC)CC, O=C(O)C(F)(F)F, [Na+], [OH-]. Yields the product COc1ccc(Cc2ccc(Br)cc2)cc1. Reaction SMILES: [Br:1][c:2]1[cH:3][cH:4][c:5]([C:8](=[O:9])[c:10]2[cH:11][cH:12][c:13]([O:16][CH3:17])[cH:14][cH:15]2)[cH:6][cH:7]1.[CH2:18]([SiH:19]([CH2:20][CH3:21])[CH2:22][CH3:23])[CH3:24].[F:27][C:28]([F:29])([F:30])[C:31]([OH:32])=[O:33].[Na+:26].[OH-:25]>>[Br:1][c:2]1[cH:3][cH:4][c:5]([CH2:8][c:10]2[cH:11][cH:12][c:13]([O:16][CH3:17])[cH:14][cH:15]2)[cH:6][cH:7]1. The reactants are CI, CN(C)C=O, [H-], [Na+], C1CCOC1, O, N#Cc1ccc(C2(O)CCCn3cncc32)cc1. The product is COC1(c2ccc(C#N)cc2)CCCn2cncc21. Reaction SMILES: [CH3:21][I:22].[CH3:29][N:30]([CH3:31])[CH:32]=[O:33].[H-:19].[Na+:20].[O:24]1[CH2:25][CH2:26][CH2:27][CH2:28]1.[OH2:23].[OH:1][C:2]1([c:11]2[cH:12][cH:13][c:14]([C:15]#[N:16])[cH:17][cH:18]2)[c:3]2[n:4]([cH:8][n:9][cH:10]2)[CH2:5][CH2:6][CH2:7]1>>[O:1]([C:2]1([c:11]2[cH:12][cH:13][c:14]([C:15]#[N:16])[cH:17][cH:18]2)[c:3]2[n:4]([cH:8][n:9][cH:10]2)[CH2:5][CH2:6][CH2:7]1)[CH3:21]. The reactants are COC(=O)c1cc(S(C)=O)ccc1OC, ClCCl, Cl, [K+], [OH-]. The product is COc1ccc(S(C)=O)cc1C(=O)O. As a reaction SMILES: [CH3:1][O:2][c:3]1[c:4]([C:5](=[O:6])[O:7][CH3:8])[cH:9][c:10]([S:13](=[O:14])[CH3:15])[cH:11][cH:12]1.[Cl:19][CH2:20][Cl:21].[ClH:18].[K+:17].[OH-:16]>>[CH3:1][O:2][c:3]1[c:4]([C:5](=[O:6])[OH:7])[cH:9][c:10]([S:13](=[O:14])[CH3:15])[cH:11][cH:12]1. Reactants: CC=1C=C(C=CC1O[Si](C(C)C)(C(C)C)C(C)C)C(C(C)N1CCC(CC1)(O)C1=CC=C(C=C1)F)=O (1-(3-methyl-4-triisopropylsilyloxyphenyl)-2-(4-(4-fluorophenyl)-4-hydroxypiperidin-1-yl)-propan-1-one), two, C(C)O (ethanol), [BH4-].[Na+] (sodium borohydride), C(C)O (ethanol). Run at time 10 minute. Yields the product FC1=CC=C(C=C1)C1(CCN(CC1)C(CC)O)O (4-(4-fluorophenyl)-4-hydroxypiperidin-1-yl-propan-1-ol). As a reaction SMILES: [BH4-].[Na+].CC1C=[C:6]([C:21](=O)[CH:22]([N:24]2[CH2:29][CH2:28][C:27]([C:31]3[CH:36]=[CH:35][C:34]([F:37])=[CH:33][CH:32]=3)([OH:30])[CH2:26][CH2:25]2)C)C=CC=1O[Si](C(C)C)(C(C)C)C(C)C.C([OH:41])C>>[F:37][C:34]1[CH:35]=[CH:36][C:31]([C:27]2([OH:30])[CH2:28][CH2:29][N:24]([CH:22]([OH:41])[CH2:21][CH3:6])[CH2:25][CH2:26]2)=[CH:32][CH:33]=1 |f:0.1|. Procedure: A mixture of sodium borohydride (0.564 g, 14.92 mmol) and ethanol (60 mL) was stirred 10 minutes and then 1-(3-methyl-4-triisopropylsilyloxyphenyl)-2-(4-(4-fluorophenyl)-4-hydroxypiperidin-1-yl)-propan-1-one (7.66 g, 14.92 mmol in 10 mL of ethanol) was added with two 30 mL ethanol rinses. The reaction mixture was stirred at ambient temperature overnight. The white solid that precipitated was collected by filtration and dried to yield 5.72 g (74%) of (1R*, 2R*)-1-(3-methyl-4-triisopropylsilyloxyp... The reactants are OCc1ccccc1C1(O)CCN(Cc2ccccc2)C1, C1CCOC1, CCOC(=O)N=NC(=O)OCC, c1ccc(P(c2ccccc2)c2ccccc2)cc1. Yields the product c1ccc(CN2CCC3(C2)OCc2ccccc23)cc1. As a reaction SMILES: [CH2:13]([c:14]1[cH:15][cH:16][cH:17][cH:18][cH:19]1)[N:20]1[CH2:21][C:22]([OH:25])([c:26]2[c:27]([CH2:32][OH:33])[cH:28][cH:29][cH:30][cH:31]2)[CH2:23][CH2:24]1.[CH2:53]1[O:54][CH2:55][CH2:56][CH2:57]1.[O:1]=[C:2]([O:3][CH2:4][CH3:5])[N:6]=[N:7][C:8]([O:9][CH2:10][CH3:11])=[O:12].[c:34]1([P:35]([c:36]2[cH:37][cH:38][cH:39][cH:40][cH:41]2)[c:42]2[cH:43][cH:44][cH:45][cH:46][cH:47]2)[cH:48][cH:49][cH:50][cH:51][cH:52]1>>[CH2:13]([c:14]1[cH:15][cH:16][cH:17][cH:18][cH:19]1)[N:20]1[CH2:21][C:22]2([CH2:23][CH2:24]1)[c:26]1[c:27]([cH:28][cH:29][cH:30][cH:31]1)[CH2:32][O:33]2.